Dataset: the Open Reaction Database (ORD), a public repository of structured organic reaction records. Task: describe an organic reaction: reactants, conditions, products, and yield Starting materials: CC#N, [F-], N#Cc1c(F)c(F)c(F)c(C#N)c1F, [K+], Sc1ccccc1. Product: N#Cc1c(F)c(F)c(Sc2ccccc2)c(C#N)c1F. Reaction SMILES: [CH3:24][C:25]#[N:26].[F-:15].[F:1][c:2]1[c:3]([F:14])[c:4]([F:13])[c:5]([C:11]#[N:12])[c:6]([F:10])[c:7]1[C:8]#[N:9].[K+:16].[c:17]1([SH:23])[cH:18][cH:19][cH:20][cH:21][cH:22]1>>[c:2]1([S:23][c:17]2[cH:18][cH:19][cH:20][cH:21][cH:22]2)[c:3]([F:14])[c:4]([F:13])[c:5]([C:11]#[N:12])[c:6]([F:10])[c:7]1[C:8]#[N:9]. The reactants are O (water), OC1=CC=C(C=C1)N1C=NC=2C1=NC=C(C2)C(=O)O (3-(4-hydroxyphenyl)-3H-imidazo[4,5-b]pyridine-6-carboxylic acid), FC(OC1=CC=C(CBr)C=C1)(F)F (4-(trifluoromethoxy)benzyl bromide), [H-].[Na+] (sodium hydride). Reagents/catalysts: [I-].C(CCC)[N+](CCCC)(CCCC)CCCC (tetrabutylammonium iodide). Solvent: CN(C)C=O (DMF). Conditions: time 4 hour. The product is FC(OC1=CC=C(COC2=CC=C(C=C2)N2C=NC=3C2=NC=C(C3)C(=O)O)C=C1)(F)F (3-{4-[(4-(trifluoromethoxy)benzyl)oxy]phenyl}-3H-imidazo[4,5-b]pyridine-6-carboxylic acid). RXN SMILES: [OH:1][C:2]1[CH:7]=[CH:6][C:5]([N:8]2[C:12]3=[N:13][CH:14]=[C:15]([C:17]([OH:19])=[O:18])[CH:16]=[C:11]3[N:10]=[CH:9]2)=[CH:4][CH:3]=1.[F:20][C:21]([F:32])([F:31])[O:22][C:23]1[CH:30]=[CH:29][C:26]([CH2:27]Br)=[CH:25][CH:24]=1.[H-].[Na+].O>[I-].C([N+](CCCC)(CCCC)CCCC)CCC.CN(C=O)C>[F:20][C:21]([F:31])([F:32])[O:22][C:23]1[CH:30]=[CH:29][C:26]([CH2:27][O:1][C:2]2[CH:7]=[CH:6][C:5]([N:8]3[C:12]4=[N:13][CH:14]=[C:15]([C:17]([OH:19])=[O:18])[CH:16]=[C:11]4[N:10]=[CH:9]3)=[CH:4][CH:3]=2)=[CH:25][CH:24]=1 |f:2.3,5.6|. Procedure details: A mixture of 3-(4-hydroxyphenyl)-3H-imidazo[4,5-b]pyridine-6-carboxylic acid (54 mg, 0.21 mmol), tetrabutylammonium iodide (8 mg, 0.021 mmol), 4-(trifluoromethoxy)benzyl bromide (0.13 mL, 0.84 mmol) and sodium hydride (50.4 mg, 1.26 mmol) in DMF (3 mL) was stirred at rt under nitrogen for 4 h. Then, water (3 mL) was added and the mixture washed with EtOAc (10 mL). The aqueous phase was acidified with 6N HCl (aq) and the resulting precipitate isolated by filtration. The EtOAc wash was concentrate... Reactants: [Br-].C(C1=CC=CC=C1)[Zn+] (benzylzinc(II) bromide), O1C(=CC=C1)P(C=1OC=CC1)C=1OC=CC1 (tri(2-furyl)phosphine), BrC=1C=CC(=NC1OC)/C(=C/[C@H]1CCC(N1)=O)/C1=CC=C(C=C1)C(C)(C)C ((5R)-5-[(E)-2-(5-bromo-6-methoxypyridin-2-yl)-2-(4-tert-butylphenyl)ethenyl]pyrrolidin-2-one), Example 4-42(2), [Cl-].[NH4+] (ammonium chloride). As a reaction SMILES: [Br-].[CH2:2]([Zn+])[C:3]1[CH:8]=[CH:7][CH:6]=[CH:5][CH:4]=1.O1C=CC=C1P(C1OC=CC=1)C1OC=CC=1.Br[C:27]1[CH:28]=[CH:29][C:30](/[C:35](/[C:43]2[CH:48]=[CH:47][C:46]([C:49]([CH3:52])([CH3:51])[CH3:50])=[CH:45][CH:44]=2)=[CH:36]/[C@@H:37]2[NH:41][C:40](=[O:42])[CH2:39][CH2:38]2)=[N:31][C:32]=1[O:33][CH3:34].[Cl-].[NH4+]>O1CCCC1.C1C=CC(/C=C/C(/C=C/C2C=CC=CC=2)=O)=CC=1.C1C=CC(/C=C/C(/C=C/C2C=CC=CC=2)=O)=CC=1.C1C=CC(/C=C/C(/C=C/C2C=CC=CC=2)=O)=CC=1.[Pd].[Pd]>[CH2:2]([C:27]1[CH:28]=[CH:29][C:30](/[C:35](/[C:43]2[CH:44]=[CH:45][C:46]([C:49]([CH3:52])([CH3:51])[CH3:50])=[CH:47][CH:48]=2)=[CH:36]/[C@@H:37]2[NH:41][C:40](=[O:42])[CH2:39][CH2:38]2)=[N:31][C:32]=1[O:33][CH3:34])[C:3]1[CH:8]=[CH:7][CH:6]=[CH:5][CH:4]=1 |f:0.1,4.5,7.8.9.10.11|. The solvent is O1CCCC1 (tetrahydrofuran). The reagents and catalysts are C=1C=CC(=CC1)/C=C/C(=O)/C=C/C2=CC=CC=C2.C=1C=CC(=CC1)/C=C/C(=O)/C=C/C2=CC=CC=C2.C=1C=CC(=CC1)/C=C/C(=O)/C=C/C2=CC=CC=C2.[Pd].[Pd] (tris(dibenzylideneacetone)dipalladium(0)). Yields the product C(C1=CC=CC=C1)C=1C=CC(=NC1OC)/C(=C/[C@H]1CCC(N1)=O)/C1=CC=C(C=C1)C(C)(C)C ((5R)-5-[(E)-2-(5-benzyl-6-methoxypyridin-2-yl)-2-(4-tert-butylphenyl)ethenyl]pyrrolidin-2-one). Run at temperature 110 celsius, time 1 hour. Reported procedure: 0.05 M benzylzinc(II) bromide (385 μL), tris(dibenzylideneacetone)dipalladium(0) (8.0 mg) and tri(2-furyl)phosphine (15 mg) were added to a solution of (5R)-5-[(E)-2-(5-bromo-6-methoxypyridin-2-yl)-2-(4-tert-butylphenyl)ethenyl]pyrrolidin-2-one obtained in Reference Example 4-42(2) (30 mg) in tetrahydrofuran (2 mL), and the mixture was stirred under microwave irradiation at 110° C. for one hour. An ammonium chloride solution was added to the reaction solution, followed by extraction with ethyl a... Starting materials: BrC=1C=2N(C(=CC1)Cl)N=CN2 (8-bromo-5-chloro-[1,2,4]triazolo[1,5-a]pyridine), N1(CCOCC1)C1=CC=C(C=C1)N (4-morpholin-4-yl-phenylamine), CC(C)([O-])C.[Na+] (sodium-tert-butoxide), CC1(C2=C(C(=CC=C2)P(C3=CC=CC=C3)C4=CC=CC=C4)OC5=C(C=CC=C51)P(C6=CC=CC=C6)C7=CC=CC=C7)C (Xantphos). Reagents/catalysts: C=1C=CC(=CC1)/C=C/C(=O)/C=C/C2=CC=CC=C2.C=1C=CC(=CC1)/C=C/C(=O)/C=C/C2=CC=CC=C2.C=1C=CC(=CC1)/C=C/C(=O)/C=C/C2=CC=CC=C2.[Pd].[Pd] (tris(dibenzylideneacetone)dipalladium). The solvent is C1(=CC=CC=C1)C (toluene). Reaction conditions: temperature 90 celsius. Yields the product ClC1=CC=C(C=2N1N=CN2)NC2=CC=C(C=C2)N2CCOCC2 ((5-Chloro-[1,2,4]-triazolo[1,5-a]pyridin-8-yl)-(4-morpholin-4-yl-phenyl)-amine). Yield: 30.8%. As a reaction SMILES: Br[C:2]1[C:3]2[N:4]([N:9]=[CH:10][N:11]=2)[C:5]([Cl:8])=[CH:6][CH:7]=1.[N:12]1([C:18]2[CH:23]=[CH:22][C:21]([NH2:24])=[CH:20][CH:19]=2)[CH2:17][CH2:16][O:15][CH2:14][CH2:13]1.CC(C)([O-])C.[Na+].CC1(C)C2C(=C(P(C3C=CC=CC=3)C3C=CC=CC=3)C=CC=2)OC2C(P(C3C=CC=CC=3)C3C=CC=CC=3)=CC=CC1=2>C1(C)C=CC=CC=1.C1C=CC(/C=C/C(/C=C/C2C=CC=CC=2)=O)=CC=1.C1C=CC(/C=C/C(/C=C/C2C=CC=CC=2)=O)=CC=1.C1C=CC(/C=C/C(/C=C/C2C=CC=CC=2)=O)=CC=1.[Pd].[Pd]>[Cl:8][C:5]1[N:4]2[N:9]=[CH:10][N:11]=[C:3]2[C:2]([NH:24][C:21]2[CH:20]=[CH:19][C:18]([N:12]3[CH2:17][CH2:16][O:15][CH2:14][CH2:13]3)=[CH:23][CH:22]=2)=[CH:7][CH:6]=1 |f:2.3,6.7.8.9.10|. Reported procedure: A suspension of 8-bromo-5-chloro-[1,2,4]triazolo[1,5-a]pyridine (160 mg, 0.69 mmol), 4-morpholin-4-yl-phenylamine (135 mg, 0.76 mmol), sodium-tert-butoxide (93 mg, 0.96 mmol), tris(dibenzylideneacetone)dipalladium (0) (13 mg, 13.76 μmol) and Xantphos (16 mg, 27.52 μmol) in dry toluene is heated at 90° C. in a sealed tube under a nitrogen atmosphere for 16 hours. The reaction mixture is evaporated to dryness and the residue partitioned between dichloromethane and 10% aqueous citric acid. The orga... The reactants are CN(Cc1cc(Br)n(S(=O)(=O)c2cccnc2)c1)C(=O)OC(C)(C)C, COCCOC, CC1(C)OB(c2ccc(OC(F)F)cc2)OC1(C)C, [Na+], [Na+], O=C([O-])[O-], O, c1ccc(P(c2ccccc2)(c2ccccc2)[Pd](P(c2ccccc2)(c2ccccc2)c2ccccc2)(P(c2ccccc2)(c2ccccc2)c2ccccc2)P(c2ccccc2)(c2ccccc2)c2ccccc2)cc1. Product: CN(Cc1cc(-c2ccc(OC(F)F)cc2)n(S(=O)(=O)c2cccnc2)c1)C(=O)OC(C)(C)C. Reaction SMILES: [Br:1][c:2]1[cH:3][c:4]([CH2:16][N:17]([C:18]([O:19][C:20]([CH3:21])([CH3:22])[CH3:23])=[O:24])[CH3:25])[cH:5][n:6]1[S:7](=[O:8])(=[O:9])[c:10]1[cH:11][n:12][cH:13][cH:14][cH:15]1.[CH2:51]([CH2:52][O:53][CH3:54])[O:55][CH3:56].[F:26][CH:27]([O:28][c:29]1[cH:30][cH:31][c:32]([B:35]2[O:36][C:37]([CH3:38])([CH3:39])[C:40]([CH3:41])([CH3:42])[O:43]2)[cH:33][cH:34]1)[F:44].[Na+:45].[Na+:46].[O-:47][C:48](=[O:49])[O-:50].[OH2:57].[cH:58]1[cH:59][cH:60][c:61]([P:62]([Pd:63]([P:64]([c:65]2[cH:66][cH:67][cH:68][cH:69][cH:70]2)([c:71]2[cH:72][cH:73][cH:74][cH:75][cH:76]2)[c:77]2[cH:78][cH:79][cH:80][cH:81][cH:82]2)([P:83]([c:84]2[cH:85][cH:86][cH:87][cH:88][cH:89]2)([c:90]2[cH:91][cH:92][cH:93][cH:94][cH:95]2)[c:96]2[cH:97][cH:98][cH:99][cH:100][cH:101]2)[P:102]([c:103]2[cH:104][cH:105][cH:106][cH:107][cH:108]2)([c:109]2[cH:110][cH:111][cH:112][cH:113][cH:114]2)[c:115]2[cH:116][cH:117][cH:118][cH:119][cH:120]2)([c:121]2[cH:122][cH:123][cH:124][cH:125][cH:126]2)[c:127]2[cH:128][cH:129][cH:130][cH:131][cH:132]2)[cH:133][cH:134]1>>[c:2]1(-[c:32]2[cH:31][cH:30][c:29]([O:28][CH:27]([F:26])[F:44])[cH:34][cH:33]2)[cH:3][c:4]([CH2:16][N:17]([C:18]([O:19][C:20]([CH3:21])([CH3:22])[CH3:23])=[O:24])[CH3:25])[cH:5][n:6]1[S:7](=[O:8])(=[O:9])[c:10]1[cH:11][n:12][cH:13][cH:14][cH:15]1. Reactants: COC1=CC=C(C=C1)\C(=C/C=C/C(=O)O)\CCCCC ((2E,4Z)-5-(4-methoxyphenyl)-2,4-decadienoic acid), [N+](=O)([O-])C1=CC=C(C=C1)O (4-nitrophenol), C1(CCCCC1)N=C=NC1CCCCC1 (1,3-dicyclohexylcarbodiimide). The solvent is ClCCl (dichloromethane). Reaction conditions: time 18 hour. Yields the product [N+](=O)([O-])C1=CC=C(C=C1)OC(\C=C\C=C(\CCCCC)/C1=CC=C(C=C1)OC)=O ((2E,4Z)-5-(4-methoxyphenyl)-2,4-decadienoic acid 4-nitrophenyl ester). Isolated yield 99.1%. As a reaction SMILES: [CH3:1][O:2][C:3]1[CH:8]=[CH:7][C:6](/[C:9](/[CH2:16][CH2:17][CH2:18][CH2:19][CH3:20])=[CH:10]\[CH:11]=[CH:12]\[C:13]([OH:15])=[O:14])=[CH:5][CH:4]=1.[N+:21]([C:24]1[CH:29]=[CH:28][C:27](O)=[CH:26][CH:25]=1)([O-:23])=[O:22].C1(N=C=NC2CCCCC2)CCCCC1>ClCCl>[N+:21]([C:24]1[CH:29]=[CH:28][C:27]([O:14][C:13](=[O:15])/[CH:12]=[CH:11]/[CH:10]=[C:9](\[C:6]2[CH:5]=[CH:4][C:3]([O:2][CH3:1])=[CH:8][CH:7]=2)/[CH2:16][CH2:17][CH2:18][CH2:19][CH3:20])=[CH:26][CH:25]=1)([O-:23])=[O:22]. Procedure details: As in Example 115. (2E,4Z)-5-(4-methoxyphenyl)-2,4-decadienoic acid (2.8 g) and 4-nitrophenol (1.71 g) in 20 mL of dichloromethane was reacted with 1,3-dicyclohexylcarbodiimide (2.1 g). The mixture was stirred at room temperature for 18 hours and the usual work up furnished 4.0 g of (2E,4Z)-5-(4-methoxyphenyl)-2,4-decadienoic acid 4-nitrophenyl ester as an oil. The reactants are C(C)P(Cl)Cl (ethyldichlorophosphine), C(C(=C)C)(=O)O (methacrylic acid), ClC(=O)CCP(=O)(CC)Cl (beta-chloroformyl-ethyl ethyl phosphinic acid chloride), C(C)P(Cl)Cl (ethyldichlorophosphine), C(C=C)(=O)O (acrylic acid). Run in C1=CC=CC=C1 (benzene), C1=CC=CC=C1 (benzene). Conditions: time 2.5 hour. Product: ClC(=O)C(CP(=O)(CC)Cl)C (beta-chloroformyl-beta-methyl-ethyl ethyl phosphinic acid chloride). Yield: 37.2%. RXN SMILES: [Cl:1][C:2]([CH2:4][CH2:5][P:6]([Cl:10])([CH2:8][CH3:9])=[O:7])=[O:3].[CH2:11](P(Cl)Cl)C.C(O)(=O)C=C.C(O)(=O)C(C)=C>C1C=CC=CC=1>[Cl:1][C:2]([CH:4]([CH3:11])[CH2:5][P:6]([Cl:10])([CH2:8][CH3:9])=[O:7])=[O:3]. Procedure details: USSR Patent Specification No. 173,763 also describes the preparation of beta-chloroformyl-ethyl ethyl phosphinic acid chloride by reacting ethyldichlorophosphine and acrylic acid in benzene at temperatures of up to 60° C., over a period of 2.5 hours, and distilling the reaction product, which is obtained in a yield of 62.4 % of the theoretical. In the absence of the benzene solvent, the temperature increases spontaneously to 150° C., and the yield falls to 31.6 % of the theoretical. The reaction... The reactants are C(=O)(O)CCCC\C=C/C1C(CC=C1)=O (2-(6-carboxy-2-cis-hexenyl)cyclopent-3-en-1-one), [OH-].[Na+] (sodium hydroxide), Congo Red. The product is C(=O)(O)CCCC\C=C/C=1C(CCC1)=O (2-(6-carboxy-2-cis-hexenyl)cyclopent-2-en-1-one). As a reaction SMILES: [C:1]([CH2:4][CH2:5][CH2:6][CH2:7]/[CH:8]=[CH:9]\[CH:10]1[CH:14]=[CH:13][CH2:12][C:11]1=[O:15])([OH:3])=[O:2].[OH-].[Na+]>>[C:1]([CH2:4][CH2:5][CH2:6][CH2:7]/[CH:8]=[CH:9]\[C:10]1[C:11](=[O:15])[CH2:12][CH2:13][CH:14]=1)([OH:3])=[O:2] |f:1.2|. Procedure details: A solution of 3 g. of crude 2-(6-carboxy-2-cis-hexenyl)cyclopent-3-en-1-one (Example 1133) in 100 ml. of 2% sodium hydroxide is stirred at 80° C. under nitrogen for 1.5 hours. The cooled solution is acidified to Congo Red and extracted into ether. The ethereal extracts are dried over sodium sulfate and evaporated at reduced pressure to afford the product. Reaction SMILES: [C:23](=[O:24])([O-:25])[O-:26].[CH3:1][N:2]([CH3:3])[CH:4]=[O:5].[CH3:30][CH2:31][O:32][C:33](=[O:34])[CH3:35].[K+:27].[K+:28].[OH2:29].[OH:6][c:7]1[cH:8][cH:9][c:10]([CH:11]=[O:12])[cH:13][cH:14]1.[c:15]1([CH2:21][Cl:22])[cH:16][cH:17][cH:18][cH:19][n:20]1>>[O:6]([c:7]1[cH:8][cH:9][c:10]([CH:11]=[O:12])[cH:13][cH:14]1)[CH2:21][c:15]1[cH:16][cH:17][cH:18][cH:19][n:20]1. Starting materials: O=C([O-])[O-], CN(C)C=O, CCOC(C)=O, [K+], [K+], O, O=Cc1ccc(O)cc1, ClCc1ccccn1. The product is O=Cc1ccc(OCc2ccccn2)cc1. Reactants: C(C(C)C)C1=NC(=C(C#N)C(=C1)C)S (6-isobutyl-2-mercapto-4-methylnicotinonitrile), BrCC(=O)N (bromoacetamide), [O-]CC.[Na+] (sodium ethoxide). Run in CN(C)C=O (DMF), O (water). Run at temperature 70 celsius. The product is NC1=C(SC2=NC(=CC(=C21)C)CC(C)C)C(=O)N (3-amino-6-isobutyl-4-methyl-thieno[2,3-b]pyridine-2-carboxylic acid amide). Isolated yield 39.1%. RXN SMILES: [CH2:1]([C:5]1[CH:12]=[C:11]([CH3:13])[C:8]([C:9]#[N:10])=[C:7]([SH:14])[N:6]=1)[CH:2]([CH3:4])[CH3:3].Br[CH2:16][C:17]([NH2:19])=[O:18].[O-]CC.[Na+]>CN(C=O)C.O>[NH2:10][C:9]1[C:8]2[C:7](=[N:6][C:5]([CH2:1][CH:2]([CH3:4])[CH3:3])=[CH:12][C:11]=2[CH3:13])[S:14][C:16]=1[C:17]([NH2:19])=[O:18] |f:2.3|. Procedure details: A mixture of the above nitrile (1.00 g, 4.85 mmol), bromoacetamide (0.67 g, 4.85 mmol), and sodium ethoxide (0.68 g, 10 mmol) in DMF (20 mL) was heated at 70° C. for 1 h before it was allowed to cool to room temperature. The resulting mixture was diluted with water, filtrated and the precipitates washed with ETOH providing the title compound (0.5 g, 39%).